Dataset: the Open Reaction Database (ORD), a public repository of structured organic reaction records. Task: describe an organic reaction: reactants, conditions, products, and yield The reactants are [Na] (Sodium), ClC1=C2NC=NC2=NC=N1 (6-Chloropurine), C(C1=CC=CC=C1)O (benzyl alcohol), C(C)(=O)O (acetic acid), solution. Run at temperature 100 celsius, time 5 day. Product: C(C1=CC=CC=C1)OC1=C2NC=NC2=NC=N1 (6-Benzyloxypurine). Yield: 28.0%. RXN SMILES: [Na].Cl[C:3]1[N:11]=[CH:10][N:9]=[C:8]2[C:4]=1[NH:5][CH:6]=[N:7]2.C(O)(=O)C.[CH2:16]([OH:23])[C:17]1[CH:22]=[CH:21][CH:20]=[CH:19][CH:18]=1>>[CH2:16]([O:23][C:3]1[N:11]=[CH:10][N:9]=[C:8]2[C:4]=1[NH:5][CH:6]=[N:7]2)[C:17]1[CH:22]=[CH:21][CH:20]=[CH:19][CH:18]=1 |^1:0|. Procedure details: Sodium (2.5 g, 109 mmol) was added to distilled benzyl alcohol (45 ml) under nitrogen. 6-Chloropurine (1.0 g, 6.47 mmol) was dissolved in distilled benzyl alcohol (73 ml) and the above solution (27 ml, 64.7 mmol) was added. The reaction was stirred at 100° C. under nitrogen for 5 days. After cooling to room temperature and neutralisation using glacial acetic acid, the solvent was removed in vacuo. Water (70 ml) was added and the product was extracted into ethyl acetate (3×30 ml). The combined or... Starting materials: O=C([O-])O, CC(C)(C)OC(=O)N1CCC(N)C(O)C1, O=C(Cl)OCc1ccccc1, ClCCl, [Na+]. Product: CC(C)(C)OC(=O)N1CCC(NC(=O)OCc2ccccc2)C(O)C1. Reaction SMILES: [C:16](=[O:17])([OH:18])[O-:19].[C:1]([CH3:2])([CH3:3])([CH3:4])[O:5][C:6](=[O:7])[N:8]1[CH2:9][CH:10]([OH:15])[CH:11]([NH2:14])[CH2:12][CH2:13]1.[Cl:21][C:22](=[O:23])[O:24][CH2:25][c:26]1[cH:27][cH:28][cH:29][cH:30][cH:31]1.[Cl:32][CH2:33][Cl:34].[Na+:20]>>[C:1]([CH3:2])([CH3:3])([CH3:4])[O:5][C:6](=[O:7])[N:8]1[CH2:9][CH:10]([OH:15])[CH:11]([NH:14][C:22](=[O:23])[O:24][CH2:25][c:26]2[cH:27][cH:28][cH:29][cH:30][cH:31]2)[CH2:12][CH2:13]1. Reactants: C(CCC)OCCOC1=CC=C(C=C1)C=1C=CC2=C(C=C(CCN2CC2=CC=NN2C)C(=O)OC)C1 (methyl 7-(4-butoxyethoxyphenyl)-1-[(1-methylpyrazol-5-yl)methyl]-2,3-dihydro-1-benzazepine-4-carboxylate), Cl (hydrochloric acid), [OH-].[Na+] (sodium hydroxide), O (water). The solvent is O1CCCC1 (tetrahydrofuran), CO (methanol). Reaction conditions: time 3 day. Product: C(CCC)OCCOC1=CC=C(C=C1)C=1C=CC2=C(C=C(CCN2CC2=CC=NN2C)C(=O)O)C1 (7-(4-butoxyethoxyphenyl)-1-[(1-methylpyrazol-5-yl)methyl]-2,3-dihydro-1-benzazepine-4-carboxylic acid). The yield is 69.2%. Reaction SMILES: [CH2:1]([O:5][CH2:6][CH2:7][O:8][C:9]1[CH:14]=[CH:13][C:12]([C:15]2[CH:16]=[CH:17][C:18]3[N:24]([CH2:25][C:26]4[N:30]([CH3:31])[N:29]=[CH:28][CH:27]=4)[CH2:23][CH2:22][C:21]([C:32]([O:34]C)=[O:33])=[CH:20][C:19]=3[CH:36]=2)=[CH:11][CH:10]=1)[CH2:2][CH2:3][CH3:4].[OH-].[Na+].O.Cl>O1CCCC1.CO>[CH2:1]([O:5][CH2:6][CH2:7][O:8][C:9]1[CH:10]=[CH:11][C:12]([C:15]2[CH:16]=[CH:17][C:18]3[N:24]([CH2:25][C:26]4[N:30]([CH3:31])[N:29]=[CH:28][CH:27]=4)[CH2:23][CH2:22][C:21]([C:32]([OH:34])=[O:33])=[CH:20][C:19]=3[CH:36]=2)=[CH:13][CH:14]=1)[CH2:2][CH2:3][CH3:4] |f:1.2|. Procedure details: To a solution of methyl 7-(4-butoxyethoxyphenyl)-1-[(1-methylpyrazol-5-yl)methyl]-2,3-dihydro-1-benzazepine-4-carboxylate (391 mg) in a mixture of tetrahydrofuran (24 ml) and methanol (24 ml) was added 1N sodium hydroxide solution (8 ml), and the mixture was stirred at room temperature for 3 days. Then, to the mixture was added water at 0° C., and 1N hydrochloric acid was further added to neutral, and the mixture was extracted with ethyl acetate. The organic layer was washed with water and satur... The reactants are BrC1=C(C=CC=C1)CC(=O)O (2-bromophenylacetic acid), ClC1=C(N)C=CC(=C1)Cl (2,4-dichloroaniline). Product: ClC1=C(C=CC(=C1)Cl)NC1=C(C=CC=C1)CC(=O)O (2-[(2,4-dichlorophenyl)amino]phenylacetic acid). RXN SMILES: Br[C:2]1[CH:7]=[CH:6][CH:5]=[CH:4][C:3]=1[CH2:8][C:9]([OH:11])=[O:10].[Cl:12][C:13]1[CH:19]=[C:18]([Cl:20])[CH:17]=[CH:16][C:14]=1[NH2:15]>>[Cl:12][C:13]1[CH:19]=[C:18]([Cl:20])[CH:17]=[CH:16][C:14]=1[NH:15][C:2]1[CH:7]=[CH:6][CH:5]=[CH:4][C:3]=1[CH2:8][C:9]([OH:11])=[O:10]. Procedure: In the manner described in example 3, 2-bromophenylacetic acid was condensed with 2,4-dichloroaniline to yield 2-[(2,4-dichlorophenyl)amino]phenylacetic acid. Reactants: C(C)(C)(C)C1=C(C=C(C=C1)CO)NC(CC1C2=CC=CC=C2OC=2C=CC=CC12)=O (N-(2-t-butyl-5-hydroxymethylphenyl)-2-(9H-xanthen-9-yl)acetamide), C(Cl)Cl (methylene chloride), [Cr](=O)(=O)([O-])Cl.[NH+]1=CC=CC=C1 (pyridinium chlorochromate). Run in C(C)OCC (diethyl ether). Conditions: time 1.75 hour. Product: C(C)(C)(C)C1=C(C=C(C=C1)C=O)NC(CC1C2=CC=CC=C2OC=2C=CC=CC12)=O (N-(2-t-Butyl-5-formylphenyl)-2-(9H-xanthen-9-yl)acetamide). Isolated yield 88.0%. As a reaction SMILES: [C:1]([C:5]1[CH:10]=[CH:9][C:8]([CH2:11][OH:12])=[CH:7][C:6]=1[NH:13][C:14](=[O:30])[CH2:15][CH:16]1[C:29]2[CH:28]=[CH:27][CH:26]=[CH:25][C:24]=2[O:23][C:22]2[C:17]1=[CH:18][CH:19]=[CH:20][CH:21]=2)([CH3:4])([CH3:3])[CH3:2].C(Cl)Cl.[Cr](Cl)([O-])(=O)=O.[NH+]1C=CC=CC=1>C(OCC)C>[C:1]([C:5]1[CH:10]=[CH:9][C:8]([CH:11]=[O:12])=[CH:7][C:6]=1[NH:13][C:14](=[O:30])[CH2:15][CH:16]1[C:17]2[CH:18]=[CH:19][CH:20]=[CH:21][C:22]=2[O:23][C:24]2[C:29]1=[CH:28][CH:27]=[CH:26][CH:25]=2)([CH3:4])([CH3:2])[CH3:3] |f:2.3|. Reported procedure: 1.24 g (3.08 mmol) of N-(2-t-butyl-5-hydroxymethylphenyl)-2-(9H-xanthen-9-yl)acetamide (prepared as described in Preparation 14) were added to 12 ml of a methylene chloride suspension containing 1.06 g (4.92 mmol) of pyridinium chlorochromate. The mixture was then stirred for 1.75 hours. At the end of this time, the reaction suspension was diluted with diethyl ether, filtered through a column using 50 ml of Florisil (trade mark) absorbent, and eluted with a 1:1 by volume mixture of methylene chl... Starting materials: C(C)(C)(C)OC(=O)N1CCN(CC1)C(C1=CC=C(C=C1)CN(C(C)C)C(C)C)=O (1-(tert-butoxycarbonyl)-4-(4-diisopropylaminomethylbenzoyl)piperazine), FC(C(=O)O)(F)F (trifluoroacetic acid). The solvent is C(C)(=O)OCC (ethyl acetate). Run at time 1 hour. Product: C(C)(C)N(C(C)C)CC1=CC=C(C(=O)N2CCNCC2)C=C1 (1-(4-Diisopropylaminomethylbenzoyl)piperazine). Yield: 90.2%. As a reaction SMILES: C(OC([N:8]1[CH2:13][CH2:12][N:11]([C:14](=[O:29])[C:15]2[CH:20]=[CH:19][C:18]([CH2:21][N:22]([CH:26]([CH3:28])[CH3:27])[CH:23]([CH3:25])[CH3:24])=[CH:17][CH:16]=2)[CH2:10][CH2:9]1)=O)(C)(C)C.FC(F)(F)C(O)=O>C(OCC)(=O)C>[CH:23]([N:22]([CH2:21][C:18]1[CH:19]=[CH:20][C:15]([C:14]([N:11]2[CH2:12][CH2:13][NH:8][CH2:9][CH2:10]2)=[O:29])=[CH:16][CH:17]=1)[CH:26]([CH3:28])[CH3:27])([CH3:24])[CH3:25]. Reported procedure: To a solution of 1-(tert-butoxycarbonyl)-4-(4-diisopropylaminomethylbenzoyl)piperazine (4.6 g) in ethyl acetate (10 ml) was added trifluoroacetic acid (20 ml), and the solution was stirred at room temperature for 1 hour and concentrated. The residue was dissolved in water. The solution was made alkaline with sodium hydroxide solution, extracted with dichloromethane. The extract was dried and concentrated to give amorphous powders which were filtered, washed with hexane and dried to afford the ti... Reactants: naphthoquinone-1,2-diazido-5-sulfonic acid ester, [Al] (aluminum), nylon, CC(=O)C (acetone), C(C)(=O)OCCOC (2-methoxyethyl acetate), C(C)C(=O)C (methyl ethyl ketone). Conditions: temperature 70 celsius. Product: C1(O)=C(O)C(O)=CC=C1 (pyrogallol), 20. Reaction SMILES: [Al].[CH3:2][C:3]([CH3:5])=[O:4].C(OCCOC)(=[O:8])C.[CH2:14]([C:16](C)=[O:17])[CH3:15]>>[C:3]1([CH:5]=[CH:15][CH:14]=[C:16]([OH:17])[C:2]=1[OH:8])[OH:4]. Procedure details: Both surfaces of a 0.24 mm thick aluminum plate were sand-grained using a nylon brush and an aqueous dispersion of 400 mesh pumice stone and thoroughly washed with water. This aluminum plate was dipped in a 5% aqueous solution of sodium triphosphate maintained at 70° C. for 3 minutes, washed with water, and dried. A photo-sensitive solution as described in British Pat. No. 1,113,759 was prepared by dissolving 1 part by weight of a naphthoquinone-1,2-diazido-5-sulfonic acid ester of polyhydroxyph... The reactants are CN(C(=O)OC(C)(C)C)c1ncnc2c1ncn2-c1ccc(NC(=O)Nc2cc(C(=O)O)cc(C(F)(F)F)c2)cc1, CO, O=C(Cl)C(=O)Cl, ClCCl, NC(CO)CO. The product is CN(C(=O)OC(C)(C)C)c1ncnc2c1ncn2-c1ccc(NC(=O)Nc2cc(C(=O)NC(CO)CO)cc(C(F)(F)F)c2)cc1. Reaction SMILES: [C:1]([CH3:2])([CH3:3])([CH3:4])[O:5][C:6](=[O:7])[N:8]([c:9]1[c:10]2[n:11][cH:12][n:13](-[c:18]3[cH:19][cH:20][c:21]([NH:24][C:25]([NH:26][c:27]4[cH:28][c:29]([C:30](=[O:31])[OH:32])[cH:33][c:34]([C:36]([F:37])([F:38])[F:39])[cH:35]4)=[O:40])[cH:22][cH:23]3)[c:14]2[n:15][cH:16][n:17]1)[CH3:41].[CH3:48][OH:49].[Cl:42][C:43]([C:44]([Cl:45])=[O:46])=[O:47].[Cl:56][CH2:57][Cl:58].[NH2:50][CH:51]([CH2:52][OH:53])[CH2:54][OH:55]>>[C:1]([CH3:2])([CH3:3])([CH3:4])[O:5][C:6](=[O:7])[N:8]([c:9]1[c:10]2[n:11][cH:12][n:13](-[c:18]3[cH:19][cH:20][c:21]([NH:24][C:25]([NH:26][c:27]4[cH:28][c:29]([C:30](=[O:32])[NH:50][CH:51]([CH2:52][OH:53])[CH2:54][OH:55])[cH:33][c:34]([C:36]([F:37])([F:38])[F:39])[cH:35]4)=[O:40])[cH:22][cH:23]3)[c:14]2[n:15][cH:16][n:17]1)[CH3:41].